From a dataset of the Open Reaction Database (ORD), a public repository of structured organic reaction records. describe an organic reaction: reactants, conditions, products, and yield Procedure: 2,8-Dibromo-[1,2,4]triazolo[1,5-a]pyridine was prepared from 8-bromo-[1,2,4]triazolo[1,5-a]pyridin-2-ylamine (0.50 g, 2.3 mmol) with copper(II) bromide (0.140 g, 0.627 mmol) and 48% aqueous hydrobromic acid (5 mL, 40 mmol) in a manner analogous to Step 68a. the reaction product was isolated as a pale yellow solid (0.55 g, 85%). MP=150-151° C. 1H NMR (400 MHz, (D3C)2SO, δ, ppm): 8.99 (d, J=6.7 Hz, 1H), 8.08 (d, J=7.7 Hz, 1H), 7.20 (t, J=7.4 Hz, 1H). MS=276, 278, 280 (MH)+. Product: BrC1=NN2C(C(=CC=C2)Br)=N1 (2,8-Dibromo-[1,2,4]triazolo[1,5-a]pyridine), solid. Reagents/catalysts: [Cu](Br)Br (copper(II) bromide). Yield: 85.0%. Reaction SMILES: [Br:1][C:2]1[C:3]2[N:4]([N:8]=[C:9](N)[N:10]=2)[CH:5]=[CH:6][CH:7]=1.[BrH:12]>[Cu](Br)Br>[Br:12][C:9]1[N:10]=[C:3]2[C:2]([Br:1])=[CH:7][CH:6]=[CH:5][N:4]2[N:8]=1. Starting materials: BrC=1C=2N(C=CC1)N=C(N2)N (8-bromo-[1,2,4]triazolo[1,5-a]pyridin-2-ylamine), Br (hydrobromic acid). Reactants: CCO, O=C(O)c1cccnc1Cl, C1COCCO1, OCCCN1CCNCC1. The product is O=C(O)c1cccnc1N1CCN(CCCO)CC1. As a reaction SMILES: [CH3:21][CH2:22][OH:23].[Cl:11][c:12]1[c:13]([C:14](=[O:15])[OH:16])[cH:17][cH:18][cH:19][n:20]1.[O:24]1[CH2:25][CH2:26][O:27][CH2:28][CH2:29]1.[OH:1][CH2:2][CH2:3][CH2:4][N:5]1[CH2:6][CH2:7][NH:8][CH2:9][CH2:10]1>>[OH:1][CH2:2][CH2:3][CH2:4][N:5]1[CH2:6][CH2:7][N:8]([c:12]2[c:13]([C:14](=[O:15])[OH:16])[cH:17][cH:18][cH:19][n:20]2)[CH2:9][CH2:10]1. The reactants are ClCC1=NOC(=C1)C=1C(=NC=CC1)N(C(=O)OC(C)(C)C)C(=O)OC(C)(C)C (di-tert-butyl {3-[3-(chloromethyl)isoxazol-5-yl]pyridin-2-yl}imidodicarbonate), N1=C(C=CC=C1)OCC1=CC=C(C=C1)B(O)O ({4-[(pyridin-2-yloxy)methyl]phenyl}boronic acid), C([O-])([O-])=O.[Cs+].[Cs+] (cesium carbonate), N1=C(C=CC=C1)OCC1=CC=C(C=C1)B(O)O ({4-[(Pyridin-2-yloxy)methyl]phenyl}boronic acid), [Cl-].[Na+] (sodium chloride). Reagents/catalysts: [Cu]I (copper (1) iodide), C1=CC=C(C=C1)P([C-]2C=CC=C2)C3=CC=CC=C3.C1=CC=C(C=C1)P([C-]2C=CC=C2)C3=CC=CC=C3.Cl[Pd]Cl.[Fe+2] ([1,1′-bis(diphenylphosphino)ferrocene]dichloropalladium). Solvent: COCCOC (1,2-dimethoxyethane), C(C)(=O)OCC (ethyl acetate). Conditions: temperature 80 celsius, time 1.5 hour. The product is C(C)(C)(C)OC(=O)N(C(=O)OC(C)(C)C)C1=NC=CC=C1C1=CC(=NO1)CC1=CC=C(C=C1)COC1=NC=CC=C1 (di-tert-butyl[3-(3-{4-[(pyridin-2-yloxy)methyl]benzyl}isoxazol-5-yl)pyridin-2-yl]imidodicarbonate). The yield is 77.4%. As a reaction SMILES: Cl[CH2:2][C:3]1[CH:7]=[C:6]([C:8]2[C:9]([N:14]([C:22]([O:24][C:25]([CH3:28])([CH3:27])[CH3:26])=[O:23])[C:15]([O:17][C:18]([CH3:21])([CH3:20])[CH3:19])=[O:16])=[N:10][CH:11]=[CH:12][CH:13]=2)[O:5][N:4]=1.[N:29]1[CH:34]=[CH:33][CH:32]=[CH:31][C:30]=1[O:35][CH2:36][C:37]1[CH:42]=[CH:41][C:40](B(O)O)=[CH:39][CH:38]=1.C(=O)([O-])[O-].[Cs+].[Cs+].[Cl-].[Na+]>[Cu]I.C1C=CC(P(C2C=CC=CC=2)[C-]2C=CC=C2)=CC=1.C1C=CC(P(C2C=CC=CC=2)[C-]2C=CC=C2)=CC=1.Cl[Pd]Cl.[Fe+2].C(OCC)(=O)C.COCCOC>[C:18]([O:17][C:15]([N:14]([C:9]1[C:8]([C:6]2[O:5][N:4]=[C:3]([CH2:2][C:40]3[CH:39]=[CH:38][C:37]([CH2:36][O:35][C:30]4[CH:31]=[CH:32][CH:33]=[CH:34][N:29]=4)=[CH:42][CH:41]=3)[CH:7]=2)=[CH:13][CH:12]=[CH:11][N:10]=1)[C:22]([O:24][C:25]([CH3:28])([CH3:26])[CH3:27])=[O:23])=[O:16])([CH3:19])([CH3:21])[CH3:20] |f:2.3.4,5.6,8.9.10.11|. Procedure details: Under nitrogen atmosphere, to a mixture of di-tert-butyl {3-[3-(chloromethyl)isoxazol-5-yl]pyridin-2-yl}imidodicarbonate (164 mg, 0.40 mmol), {4-[(pyridin-2-yloxy)methyl]phenyl}boronic acid (138 mg, 0.60 mmol), cesium carbonate (391 mg, 1.20 mmol), copper (1) iodide (3.9 mg, 5 mol %) and 1,2-dimethoxyethane (2.0 mL) was added [1,1′-bis(diphenylphosphino)ferrocene]dichloropalladium (II) dichloromethane complex (16.4 mg, 5 mol %), which was stirred at 80° C. for 1.5 hours. {4-[(Pyridin-2-yloxy)met... Reactants: CN(C)C=O, O=C(O)c1cnccc1C(F)(F)F, O=S(Cl)Cl, c1ccccc1. The product is NC(=O)c1cnccc1C(F)(F)F. As a reaction SMILES: [CH3:24][N:25]([CH3:26])[CH:27]=[O:28].[F:1][C:2]([c:3]1[c:4]([C:9](=[O:10])[OH:11])[cH:5][n:6][cH:7][cH:8]1)([F:12])[F:13].[S:14]([Cl:15])([Cl:16])=[O:17].[cH:18]1[cH:19][cH:20][cH:21][cH:22][cH:23]1>>[F:1][C:2]([c:3]1[c:4]([C:9](=[O:10])[NH2:25])[cH:5][n:6][cH:7][cH:8]1)([F:12])[F:13]. Starting materials: CCCCOCCOc1ccc(-c2ccc3c(c2)C=C(C(=O)Nc2ccc(SCc4ncc(C)n4CCC)cc2)CCN3CC(C)C)cc1, ClCCl, O=C(OO)c1cccc(Cl)c1. The product is CCCCOCCOc1ccc(-c2ccc3c(c2)C=C(C(=O)Nc2ccc(S(=O)Cc4ncc(C)n4CCC)cc2)CCN3CC(C)C)cc1. Reaction SMILES: [CH2:1]([CH2:2][CH2:3][CH3:4])[O:5][CH2:6][CH2:7][O:8][c:9]1[cH:10][cH:11][c:12](-[c:15]2[cH:16][cH:17][c:18]3[c:19]([cH:49]2)[CH:20]=[C:21]([C:29](=[O:30])[NH:31][c:32]2[cH:33][cH:34][c:35]([S:38][CH2:39][c:40]4[n:41]([CH2:46][CH2:47][CH3:48])[c:42]([CH3:45])[cH:43][n:44]4)[cH:36][cH:37]2)[CH2:22][CH2:23][N:24]3[CH2:25][CH:26]([CH3:27])[CH3:28])[cH:13][cH:14]1.[Cl:61][CH2:62][Cl:63].[OH:50][O:51][C:52]([c:53]1[cH:54][c:55]([Cl:56])[cH:57][cH:58][cH:59]1)=[O:60]>>[CH2:1]([CH2:2][CH2:3][CH3:4])[O:5][CH2:6][CH2:7][O:8][c:9]1[cH:10][cH:11][c:12](-[c:15]2[cH:16][cH:17][c:18]3[c:19]([cH:49]2)[CH:20]=[C:21]([C:29](=[O:30])[NH:31][c:32]2[cH:33][cH:34][c:35]([S:38]([CH2:39][c:40]4[n:41]([CH2:46][CH2:47][CH3:48])[c:42]([CH3:45])[cH:43][n:44]4)=[O:50])[cH:36][cH:37]2)[CH2:22][CH2:23][N:24]3[CH2:25][CH:26]([CH3:27])[CH3:28])[cH:13][cH:14]1. The reactants are B1(C2CCCC1CCC2)CC3=CC=CC=C3 (B-Benzyl-9-BBN), [OH-].[Na+] (NaOH), C(C)OC(=O)C=1C=NN2C1N=CC(=C2C2CCCCC2)C2=CC=C(C=C2)I (7-cyclohexyl-6-(4-iodo-phenyl)-pyrazolo[1,5-a]pyrimidine-3-carboxylic acid ethyl ester), B1(C2CCCC1CCC2)CC3=CC=CC=C3 (B-Benzyl-9-BBN), [OH-].[Na+] (NaOH). The reagents and catalysts are [Pd] (Pd), [Pd] (Pd). The solvent is C(C)(=O)OCC (ethyl acetate), O1CCCC1 (tetrahydrofuran), O1CCCC1 (THF). Reaction conditions: time 24 hour. The product is C(C)OC(=O)C=1C=NN2C1N=CC(=C2C2CCCCC2)C2=CC=C(C=C2)CC2=CC=CC=C2 (6-(4-benzyl-phenyl)-7-cyclohexyl-pyrazolo[1,5-a]pyrimidine-3-carboxylic acid ethyl ester). Yield: 68.3%. As a reaction SMILES: [CH2:1]([O:3][C:4]([C:6]1[CH:7]=[N:8][N:9]2[C:14]([CH:15]3[CH2:20][CH2:19][CH2:18][CH2:17][CH2:16]3)=[C:13]([C:21]3[CH:26]=[CH:25][C:24](I)=[CH:23][CH:22]=3)[CH:12]=[N:11][C:10]=12)=[O:5])[CH3:2].B1([CH2:37][C:38]2[CH:43]=[CH:42][CH:41]=[CH:40][CH:39]=2)C2CCCC1CCC2.[OH-].[Na+]>[Pd].O1CCCC1.C(OCC)(=O)C>[CH2:1]([O:3][C:4]([C:6]1[CH:7]=[N:8][N:9]2[C:14]([CH:15]3[CH2:20][CH2:19][CH2:18][CH2:17][CH2:16]3)=[C:13]([C:21]3[CH:26]=[CH:25][C:24]([CH2:37][C:38]4[CH:43]=[CH:42][CH:41]=[CH:40][CH:39]=4)=[CH:23][CH:22]=3)[CH:12]=[N:11][C:10]=12)=[O:5])[CH3:2] |f:2.3|. Reported procedure: According to a modification of a literature procedure (Suzuki, A. et al Tetrahedron Lett. 1986, 27, 6369-6372) a mixture of 57 mg (0.12 mmol) of 7-cyclohexyl-6-(4-iodo-phenyl)-pyrazolo[1,5-a]pyrimidine-3-carboxylic acid ethyl ester and 5 mg (0.006 mmol, 5 mol %) of Pd catalyst was placed into a carousel tube. After a vacuum and argon cycle, tetrahydrofuran (THF) (2 mL) was added, followed by 0.29 mL (0.144 mmol, 1.2 equiv) of B-Benzyl-9-BBN 0.5 M solution in THF, and 0.12 mL (0.36 mmol, 3 equiv)...